From a dataset of the Open Reaction Database (ORD), a public repository of structured organic reaction records. describe an organic reaction: reactants, conditions, products, and yield Reactants: Cl.Cl.COC([C@H](CC1=CC=C(C=C1)C1=C(C(=NC=C1)C)C)NC(=O)[C@H]1NCC=2C=C3C(=CC2C1)OC[C@@H](O3)C3=CC=C(C=C3)OCC3=CC(=C(C=C3)Cl)Cl)=O ((S)-2-({(3S,8S)-3-[4-(3,4-Dichloro-benzyloxy)-phenyl]-2,3,6,7,8,9-hexa hydro-[1,4]dioxino[2,3-g]isoquinoline-8-carbonyl}-amino)-3-[4-(2,3-dimethyl-pyridin-4-yl)-phenyl]-propionic acid methyl ester bis hydrochloride), FC=1C=C(C(=O)Cl)C=CC1 (3-fluorobenzoyl chloride). Run in CCOC(=O)C (EtOAc), C(=O)(O)[O-].[Na+] (NaHCO3). Run at time 1 hour. The product is ClC=1C=C(COC2=CC=C(C=C2)[C@@H]2OC=3C(=CC=4C[C@H](N(CC4C3)C(C3=CC(=CC=C3)F)=O)C(=O)N[C@H](C(=O)O)CC3=CC=C(C=C3)C3=C(C(=NC=C3)C)C)OC2)C=CC1Cl ((S)-2-{[(3S,8S)-3-[4-(3,4-Dichloro-benzyloxy)-phenyl]-7-(3-fluoro-benzoyl)-2,3,6,7,8,9-hexahydro-[1,4]dioxino[2,3-g]isoquinoline-8-carbonyl]-amino}-3-[4-(2,3-dimethyl-pyridin-4-yl)-phenyl]-propionic acid). Reaction SMILES: Cl.Cl.C[O:4][C:5](=[O:55])[C@@H:6]([NH:22][C:23]([C@@H:25]1[CH2:34][C:33]2[CH:32]=[C:31]3[O:35][CH2:36][C@H:37]([C:39]4[CH:44]=[CH:43][C:42]([O:45][CH2:46][C:47]5[CH:52]=[CH:51][C:50]([Cl:53])=[C:49]([Cl:54])[CH:48]=5)=[CH:41][CH:40]=4)[O:38][C:30]3=[CH:29][C:28]=2[CH2:27][NH:26]1)=[O:24])[CH2:7][C:8]1[CH:13]=[CH:12][C:11]([C:14]2[CH:19]=[CH:18][N:17]=[C:16]([CH3:20])[C:15]=2[CH3:21])=[CH:10][CH:9]=1.[F:56][C:57]1[CH:58]=[C:59]([CH:63]=[CH:64][CH:65]=1)[C:60](Cl)=[O:61]>CCOC(C)=O.C([O-])(O)=O.[Na+]>[Cl:54][C:49]1[CH:48]=[C:47]([CH:52]=[CH:51][C:50]=1[Cl:53])[CH2:46][O:45][C:42]1[CH:43]=[CH:44][C:39]([C@H:37]2[CH2:36][O:35][C:31]3=[CH:32][C:33]4[CH2:34][C@@H:25]([C:23]([NH:22][C@@H:6]([CH2:7][C:8]5[CH:9]=[CH:10][C:11]([C:14]6[CH:19]=[CH:18][N:17]=[C:16]([CH3:20])[C:15]=6[CH3:21])=[CH:12][CH:13]=5)[C:5]([OH:4])=[O:55])=[O:24])[N:26]([C:60](=[O:61])[C:59]5[CH:63]=[CH:64][CH:65]=[C:57]([F:56])[CH:58]=5)[CH2:27][C:28]=4[CH:29]=[C:30]3[O:38]2)=[CH:40][CH:41]=1 |f:0.1.2,5.6|. Procedure details: (S)-2-({(3S,8S)-3-[4-(3,4-Dichloro-benzyloxy)-phenyl]-2,3,6,7,8,9-hexa hydro-[1,4]dioxino[2,3-g]isoquinoline-8-carbonyl}-amino)-3-[4-(2,3-dimethyl-pyridin-4-yl)-phenyl]-propionic acid methyl ester bis hydrochloride (25 mg) was dissolved in 1:1 EtOAc and saturated aqueous NaHCO3 and 3-fluorobenzoyl chloride (3 eq.) were added. After stirring at room temperature for 1 hour, the layers were separated and the organic layer was dried over Na2SO4 and evaporated. The residue was purified by over silica... The reactants are compound A, C1(=CC=CC=C1)NN (phenylhydrazine), COC=1C=C(C=CC1OC)C1=NN(C([C@H]2CCCC[C@@H]12)=O)C(C)(C)C ((cis)-4-(3,4-Dimethoxyphenyl)-2-(tert-butyl)-4a,5,6,7,8,8a-hexahydro-2H-phthalazin-1-one). Yields the product COC=1C=C(C=CC1OC)C1=NN(C([C@H]2CCCC[C@@H]12)=O)C1=CC=CC=C1 ((cis)-4-(3,4-Dimethoxyphenyl)-2-phenyl-4a,5,6,7,8,8a-hexahydro-2H-phthalazin-1-one). RXN SMILES: [C:1]1([NH:7][NH2:8])[CH:6]=[CH:5][CH:4]=[CH:3][CH:2]=1.[CH3:9][O:10][C:11]1[CH:12]=[C:13]([C:19]2[C@H:28]3[C@H:23]([CH2:24][CH2:25][CH2:26][CH2:27]3)[C:22](=[O:29])N(C(C)(C)C)N=2)[CH:14]=[CH:15][C:16]=1[O:17][CH3:18]>>[CH3:9][O:10][C:11]1[CH:12]=[C:13]([C:19]2[C@H:28]3[C@H:23]([CH2:24][CH2:25][CH2:26][CH2:27]3)[C:22](=[O:29])[N:7]([C:1]3[CH:6]=[CH:5][CH:4]=[CH:3][CH:2]=3)[N:8]=2)[CH:14]=[CH:15][C:16]=1[O:17][CH3:18]. Reported procedure: Prepared from compound A (see starting compounds) and phenylhydrazine as described for compound 14. Crystallized from ethyl acetate/petroleum ether (60°-95° C.). M.p. 122°-124° C. Reactants: CC(C)(C)[Si](C)(C)Cl, ClCCl, O=Cc1cccc(O)c1, c1c[nH]cn1. As a reaction SMILES: [C:10]([CH3:11])([CH3:12])([CH3:13])[Si:14]([CH3:15])([CH3:16])[Cl:17].[Cl:23][CH2:24][Cl:25].[OH:1][c:2]1[cH:3][c:4]([CH:5]=[O:6])[cH:7][cH:8][cH:9]1.[nH:18]1[cH:19][cH:20][n:21][cH:22]1>>[O:1]([c:2]1[cH:3][c:4]([CH:5]=[O:6])[cH:7][cH:8][cH:9]1)[Si:14]([C:10]([CH3:11])([CH3:12])[CH3:13])([CH3:15])[CH3:16]. Product: CC(C)(C)[Si](C)(C)Oc1cccc(C=O)c1. Reactants: C(C)(=O)O[BH-](OC(C)=O)OC(C)=O.[Na+] (sodium tri acetoxy borohydride), ClC1=CC=C2C(=CNC2=C1)S(=O)(=O)C=1C=CC(=C(C1)N)C (5-(6-Chloro-1H-indole-3-yl sulfonyl)-2-methyl phenyl amine), three, CN1CCC(CC1)=O (1-methyl-4-piperidone), S(=O)(=O)([O-])[O-].[Na+].[Na+] (sodium sulfate). Solvent: C(C)(=O)O (acetic acid). Conditions: temperature 30 celsius, time 4 hour. Yields the product CC1=C(C=C(C=C1)S(=O)(=O)C1=CNC2=CC(=CC=C12)Cl)NC1CCN(CC1)C (N-[2-methyl-5-(6-chloro-1H-indole-3-yl sulfonyl)phenyl]-N-(1-methy piperidin-4-yl)amine). The yield is 39.7%. RXN SMILES: [Cl:1][C:2]1[CH:10]=[C:9]2[C:5]([C:6]([S:11]([C:14]3[CH:15]=[CH:16][C:17]([CH3:21])=[C:18]([NH2:20])[CH:19]=3)(=[O:13])=[O:12])=[CH:7][NH:8]2)=[CH:4][CH:3]=1.[CH3:22][N:23]1[CH2:28][CH2:27][C:26](=O)[CH2:25][CH2:24]1.S([O-])([O-])(=O)=O.[Na+].[Na+].C(O[BH-](OC(=O)C)OC(=O)C)(=O)C.[Na+]>C(O)(=O)C>[CH3:21][C:17]1[CH:16]=[CH:15][C:14]([S:11]([C:6]2[C:5]3[C:9](=[CH:10][C:2]([Cl:1])=[CH:3][CH:4]=3)[NH:8][CH:7]=2)(=[O:13])=[O:12])=[CH:19][C:18]=1[NH:20][CH:26]1[CH2:27][CH2:28][N:23]([CH3:22])[CH2:24][CH2:25]1 |f:2.3.4,5.6|. Reported procedure: 5-(6-Chloro-1H-indole-3-yl sulfonyl)-2-methyl phenyl amine [obtained from preparation 1, Step (v)](600 mg, 1.87 mmol) was added to a 100 mL three necked round bottomed flask, followed by the addition of 1-methyl-4-piperidone (423 mg, 3.74 mmol), sodium sulfate (2.6 grams, 18.7 mmol) and acetic acid (12 mL). The reaction mass was stirred for 4 hours at room temperature (30° C.). Then sodium tri acetoxy borohydride (1.18 grams, 5.61 mmol) was added to the reaction mass at 20-25° C. in 5 minutes. T... The reactants are CC(=O)OC(C)=O, CCCCC(OCOC)c1ccc(C(O)C(C)C)cc1F, O. Product: CCCCC(OCOC)c1ccc(C(OC(C)=O)C(C)C)cc1F. As a reaction SMILES: [CH3:22][C:23](=[O:24])[O:25][C:26](=[O:27])[CH3:28].[F:1][c:2]1[cH:3][c:4]([CH:17]([CH:18]([CH3:19])[CH3:20])[OH:21])[cH:5][cH:6][c:7]1[CH:8]([CH2:9][CH2:10][CH2:11][CH3:12])[O:13][CH2:14][O:15][CH3:16].[OH2:29]>>[F:1][c:2]1[cH:3][c:4]([CH:17]([CH:18]([CH3:19])[CH3:20])[O:21][C:23]([CH3:22])=[O:24])[cH:5][cH:6][c:7]1[CH:8]([CH2:9][CH2:10][CH2:11][CH3:12])[O:13][CH2:14][O:15][CH3:16]. Starting materials: 85-A, OC1=C(C=CC=C1)C1=NC2=CC=C(C=C2C(=N1)N[C@@H]1CN(CC1)C(=O)OC(C)(C)C)C#CCO ((S)-tert-butyl 3-(2-(2-hydroxyphenyl)-6-(3-hydroxyprop-1-ynyl)quinazolin-4-ylamino)pyrrolidine-1-carboxylate), COC/C=C/C1=CC=C2C(=NC(=NC2=C1)C1=C(C=CC=C1)O)N[C@@H]1CNCC1 ((S,E)-2-(7-(3-methoxyprop-1-enyl)-4-(pyrrolidin-3-ylamino)quinazolin-2-yl)phenol). Product: COCCCC1=CC=C2C(=NC(=NC2=C1)C1=C(C=CC=C1)O)N[C@@H]1CNCC1 ((S)-2-(7-(3-Methoxypropyl)-4-(pyrrolidin-3-ylamino)quinazolin-2-yl)phenol). As a reaction SMILES: OC1C=CC=CC=1C1N=C(N[C@H]2CCN(C(OC(C)(C)C)=O)C2)C2C(=CC=C(C#CCO)C=2)N=1.[CH3:35][O:36][CH2:37]/[CH:38]=[CH:39]/[C:40]1[CH:49]=[C:48]2[C:43]([C:44]([NH:57][C@H:58]3[CH2:62][CH2:61][NH:60][CH2:59]3)=[N:45][C:46]([C:50]3[CH:55]=[CH:54][CH:53]=[CH:52][C:51]=3[OH:56])=[N:47]2)=[CH:42][CH:41]=1>>[CH3:35][O:36][CH2:37][CH2:38][CH2:39][C:40]1[CH:49]=[C:48]2[C:43]([C:44]([NH:57][C@H:58]3[CH2:62][CH2:61][NH:60][CH2:59]3)=[N:45][C:46]([C:50]3[CH:55]=[CH:54][CH:53]=[CH:52][C:51]=3[OH:56])=[N:47]2)=[CH:42][CH:41]=1. Reported procedure: The title compound was synthesised using methods analogous to those described in Synthesis 60 and 85-A, with (S)-tert-butyl 3-(2-(2-hydroxyphenyl)-6-(3-hydroxyprop-1-ynyl)quinazolin-4-ylamino)pyrrolidine-1-carboxylate replaced with (S,E)-2-(7-(3-methoxyprop-1-enyl)-4-(pyrrolidin-3-ylamino)quinazolin-2-yl)phenol in Synthesis 60.